From a dataset of the Open Reaction Database (ORD), a public repository of structured organic reaction records. describe an organic reaction: reactants, conditions, products, and yield The reactants are NC1=C(C=C(C=C1)OC)N1C(CN(CC1)CC1=CC=CC=C1)CC(=O)O (2-(1-(2-amino-5-methoxyphenyl)-4-benzylpiperazin-2-yl)acetic acid), N1=CC=CC=C1 (pyridine), Cl.CN(CCCN=C=NCC)C (N-(3-dimethylaminopropyl)-N′-ethylcarbodiimide hydrochloride). Run in CN(C=O)C (N,N-dimethylformamide). Run at time 1 hour. Yields the product C(C1=CC=CC=C1)N1CC2N(C3=C(NC(C2)=O)C=CC(=C3)OC)CC1 (3-benzyl-10-methoxy-1,2,3,4,4a,5-hexahydrobenzo[b]pyrazino[1,2-d][1,4]diazepin-6(7H)-one). As a reaction SMILES: [NH2:1][C:2]1[CH:7]=[CH:6][C:5]([O:8][CH3:9])=[CH:4][C:3]=1[N:10]1[CH2:15][CH2:14]N(CC2C=CC=CC=2)[CH2:12][CH:11]1[CH2:23][C:24]([OH:26])=O.[N:27]1[CH:32]=[CH:31][CH:30]=[CH:29][CH:28]=1.Cl.CN(C)[CH2:36][CH2:37]CN=C=NCC>CN(C)C=O>[CH2:32]([N:27]1[CH2:14][CH2:15][N:10]2[C:3]3[CH:4]=[C:5]([O:8][CH3:9])[CH:6]=[CH:7][C:2]=3[NH:1][C:24](=[O:26])[CH2:23][CH:11]2[CH2:12]1)[C:31]1[CH:37]=[CH:36][CH:28]=[CH:29][CH:30]=1 |f:2.3|. Procedure: To a solution of Example 12E (0.390 g, 1.097 mmol) in N,N-dimethylformamide (3.66 mL) were added pyridine (4.44 mL, 54.9 mmol) and N-(3-dimethylaminopropyl)-N′-ethylcarbodiimide hydrochloride (0.421 g, 2.195 mmol) and the mixture was stirred at room temperature for 1 hour. The solution was concentrated, water was added to the residue, and the product was extracted twice with ethyl acetate. The combined organic washes were dried over sodium sulfate, concentrated and dried under vacuum at room tem... Reactants: FC(C(=O)O)(F)F.[N+](=O)([O-])C=1C=C(C=CC1)C(CC(=O)O)NC(CNC(CCCCNC1=NC=CC(=C1)C)=O)=O (3-(3-nitrophenyl)-3-{2-[5-(4-methylpyridin-2-ylamino)pentanoylamino]acetylamino}propionic acid trifluoroacetate), Cl (HCl). The product is Cl.[N+](=O)([O-])C=1C=C(C=CC1)C(CC(=O)O)NC(CNC(CCCCNC1=NC=CC(=C1)C)=O)=O (3-(3-nitrophenyl)-3-{2-[5-(4-methylpyridin-2-ylamino)pentanoylamino]acetylamino}propionic acid hydrochloride). RXN SMILES: FC(F)(F)C(O)=O.[N+:8]([C:11]1[CH:12]=[C:13]([CH:17]([NH:22][C:23](=[O:40])[CH2:24][NH:25][C:26](=[O:39])[CH2:27][CH2:28][CH2:29][CH2:30][NH:31][C:32]2[CH:37]=[C:36]([CH3:38])[CH:35]=[CH:34][N:33]=2)[CH2:18][C:19]([OH:21])=[O:20])[CH:14]=[CH:15][CH:16]=1)([O-:10])=[O:9].[ClH:41]>O>[ClH:41].[N+:8]([C:11]1[CH:12]=[C:13]([CH:17]([NH:22][C:23](=[O:40])[CH2:24][NH:25][C:26](=[O:39])[CH2:27][CH2:28][CH2:29][CH2:30][NH:31][C:32]2[CH:37]=[C:36]([CH3:38])[CH:35]=[CH:34][N:33]=2)[CH2:18][C:19]([OH:21])=[O:20])[CH:14]=[CH:15][CH:16]=1)([O-:10])=[O:9] |f:0.1,4.5|. Run in O (water). Procedure details: 1 mmol of 3-(3-nitrophenyl)-3-{2-[5-(4-methylpyridin-2-ylamino)pentanoylamino]acetylamino}propionic acid trifluoroacetate from Example 6 is dissolved in 10 ml of water, and 0.1% HCl solution is added dropwise. The solution is freeze dried. The procedure is repeated several times. 3-(3-nitrophenyl)-3-{2-[5-(4-methylpyridin-2-ylamino)pentanoylamino]acetylamino}propionic acid hydrochloride is obtained, RT* 17.53 min, FAB-MS (M+H)+ 458. Starting materials: 33.8, Br.Br.N1(CCNCC1)C1=CC=C(C=C1)O (4-(1-piperazinyl)-phenol dihydrobromide), C(C)(=O)OC(C)=O (acetic acid anhydride), C([O-])([O-])=O.[K+].[K+] (potassium carbonate). Solvent: O1CCOCC1 (1,4-dioxane). Product: C(C)(=O)N1CCN(CC1)C1=CC=C(C=C1)O (1-acetyl-4-(4-hydroxyphenyl)piperazine). As a reaction SMILES: Br.Br.[N:3]1([C:9]2[CH:14]=[CH:13][C:12]([OH:15])=[CH:11][CH:10]=2)[CH2:8][CH2:7][NH:6][CH2:5][CH2:4]1.[C:16](OC(=O)C)(=[O:18])[CH3:17].C(=O)([O-])[O-].[K+].[K+]>O1CCOCC1>[C:16]([N:6]1[CH2:5][CH2:4][N:3]([C:9]2[CH:10]=[CH:11][C:12]([OH:15])=[CH:13][CH:14]=2)[CH2:8][CH2:7]1)(=[O:18])[CH3:17] |f:0.1.2,4.5.6|. Reported procedure: A mixture of 33.8 parts of 4-(1-piperazinyl)-phenol dihydrobromide, 11.2 parts of acetic acid anhydride, 42 parts of potassium carbonate and 300 parts of 1,4-dioxane is stirred and refluxed for 3 days. The reaction mixture is filtered and the filtrate is evaporated. The solid residue is stirred in water and sodium hydrogen carbonate is added. The whole is stirred for 30 minutes. The precipitated product is filtered off and dissolved in a diluted hydrochloric acid solution. The solution is extrac... The reactants are BrC=1C(NC(NC1CC)=O)=O (5-bromo-6-ethyl-2,4(1H,3H)pyrimidinedione), [F-].[K+] (potassium fluoride), C(C1=CC=CC=C1)N1CCNCC1 (1-benzylpiperazine). Run in ice water. Reaction conditions: temperature 140 celsius. Product: C(C)C1=C(C(NC(N1)=O)=O)N1CCN(CC1)CC1=CC=CC=C1 (6-Ethyl-5-[4-(phenylmethyl)-1-piperazinyl]-2,4(1H,3H)-pyrimidinedione). As a reaction SMILES: Br[C:2]1[C:3](=[O:11])[NH:4][C:5](=[O:10])[NH:6][C:7]=1[CH2:8][CH3:9].[F-].[K+].[CH2:14]([N:21]1[CH2:26][CH2:25][NH:24][CH2:23][CH2:22]1)[C:15]1[CH:20]=[CH:19][CH:18]=[CH:17][CH:16]=1>>[CH2:8]([C:7]1[NH:6][C:5](=[O:10])[NH:4][C:3](=[O:11])[C:2]=1[N:24]1[CH2:25][CH2:26][N:21]([CH2:14][C:15]2[CH:16]=[CH:17][CH:18]=[CH:19][CH:20]=2)[CH2:22][CH2:23]1)[CH3:9] |f:1.2|. Reported procedure: A mixture of 57.0 g (0.260 mole) of 5-bromo-6-ethyl-2,4(1H,3H)pyrimidinedione and 26.6 g (0.286 mole) of anhydrous potassium fluoride in 176 ml (1 mole) of 1-benzylpiperazine was heated under reflux at 140° C. for four hours and cooled. The reaction mixture was poured into 1000 ml of ice water. The solid was collected and washed with water. Recrystallization from N,N dimethylformamide and drying in vacuo at 59° C. for 16 hours gave the product as an off-white solid; mp 255°-256° C. The reactants are Cl (hydrochloric acid), CC(C)(C)C1=C(C=CC(=C1)S)O (1,1-Dimethylethyl-4-mercaptophenol), C[O-].[Na+] (sodium methoxide), C12C(CCC1)O2 (cyclopentene oxide). Run in [Cl-].[Na+].O (brine), O (water), CO (methanol). Reaction conditions: time 20 hour. Yields the product CC(C)(C)C1=C(C(=CC(=C1)S[C@H]1[C@@H](CCC1)O)C(C)(C)C)O (trans-2,6-bis(1,1-Dimethylethyl)-4-[(2-hydroxycyclopentyl)thio]phenol). As a reaction SMILES: [CH3:1][C:2]([C:5]1[CH:10]=[C:9]([SH:11])[CH:8]=[CH:7][C:6]=1[OH:12])([CH3:4])[CH3:3].C[O-].[Na+].[CH:16]12[O:21][CH:17]1[CH2:18][CH2:19][CH2:20]2.Cl>CO.[Cl-].[Na+].O.O>[CH3:1][C:2]([C:7]1[CH:8]=[C:9]([S:11][C@@H:20]2[CH2:19][CH2:18][CH2:17][C@H:16]2[OH:21])[CH:10]=[C:5]([C:2]([CH3:1])([CH3:3])[CH3:4])[C:6]=1[OH:12])([CH3:4])[CH3:3] |f:1.2,6.7.8|. Procedure: 2.6-bis(1,1-Dimethylethyl-4-mercaptophenol (11.5 g, 0.048 mole) was added to a solution of sodium methoxide [prepared from sodium (2.2 g, 0.097 mole)] in methanol (75 ml). After several minutes, cyclopentene oxide (3.86 g, 0.046 mole) was added, and the reaction mixture was stirred at room temperature for 20 hours. The reaction mixture was poured into water (100 ml) containing saturated brine (50 ml) and 1N hydrochloric acid (80 ml). The mixture was extracted twice with 100 ml of diethyl ether. ... Starting materials: CC(=O)Cl, ClCCl, O=C(Nc1cccc2c1C(=O)N(CCC1CCNCC1)C2=O)c1ccc(Cl)s1, O, c1ccncc1. The product is CC(=O)N1CCC(CCN2C(=O)c3cccc(NC(=O)c4ccc(Cl)s4)c3C2=O)CC1. Reaction SMILES: [CH3:1][C:2]([Cl:3])=[O:4].[Cl:40][CH2:41][Cl:42].[Cl:5][c:6]1[cH:7][cH:8][c:9]([C:11](=[O:12])[NH:13][c:14]2[c:15]3[c:19]([cH:20][cH:21][cH:22]2)[C:18](=[O:23])[N:17]([CH2:24][CH2:25][CH:26]2[CH2:27][CH2:28][NH:29][CH2:30][CH2:31]2)[C:16]3=[O:32])[s:10]1.[OH2:39].[cH:33]1[cH:34][cH:35][n:36][cH:37][cH:38]1>>[CH3:1][C:2](=[O:4])[N:29]1[CH2:28][CH2:27][CH:26]([CH2:25][CH2:24][N:17]2[C:16](=[O:32])[c:15]3[c:14]([NH:13][C:11]([c:9]4[cH:8][cH:7][c:6]([Cl:5])[s:10]4)=[O:12])[cH:22][cH:21][cH:20][c:19]3[C:18]2=[O:23])[CH2:31][CH2:30]1. Starting materials: BrC=1C=C(C(=NC1)CCCCN)C (5-Bromo-2-(4-aminobutyl)-3-methylpyridine), COC1=CC=C(CC=2C(NC(=NC2)SC)=O)C=C1 (5-(4-methoxybenzyl)-2-methylthio-4-pyrimidone). Run in N1=CC=CC=C1 (pyridine). Yields the product BrC=1C=C(C(=NC1)CCCCNC1=NC=C(C(N1)=O)CC1=CC=C(C=C1)OC)C (2-[4-(5-bromo-3-methylpyrid-2-yl)butylamino]-5-(4-methoxybenzyl)-4-pyrimidone). Isolated yield 70.8%. RXN SMILES: [Br:1][C:2]1[CH:3]=[C:4]([CH3:13])[C:5]([CH2:8][CH2:9][CH2:10][CH2:11][NH2:12])=[N:6][CH:7]=1.[CH3:14][O:15][C:16]1[CH:31]=[CH:30][C:19]([CH2:20][C:21]2[C:22](=[O:29])[NH:23][C:24](SC)=[N:25][CH:26]=2)=[CH:18][CH:17]=1>N1C=CC=CC=1>[Br:1][C:2]1[CH:3]=[C:4]([CH3:13])[C:5]([CH2:8][CH2:9][CH2:10][CH2:11][NH:12][C:24]2[NH:23][C:22](=[O:29])[C:21]([CH2:20][C:19]3[CH:30]=[CH:31][C:16]([O:15][CH3:14])=[CH:17][CH:18]=3)=[CH:26][N:25]=2)=[N:6][CH:7]=1. Procedure details: 5-Bromo-2-(4-aminobutyl)-3-methylpyridine, (0.875 g) and 5-(4-methoxybenzyl)-2-methylthio-4-pyrimidone (0.786 g) were refluxed in pyridine (3 ml) for 20 hours. The pyridine was evaporated in vacuo. Residual pyridine was removed from the residue by azeotroping with water in vacuo and dried by azeotroping with ethanol. Addition of water (10 ml) and ethanol (1 ml) gave a colourless solid. This was recrystallised from ethanol and then from methanol to give 2-[4-(5-bromo-3-methylpyrid-2-yl)butylamino... The reactants are N1CCNCCCNCCNCCC1 (cyclam), C(=O)([O-])[O-].[Na+].[Na+] (Na2CO3), ICCC[Si](OCC)(OCC)OCC (iodopropyltriethoxysilane). Solvent: C(C)#N (acetonitrile), C(C)#N (acetonitrile). Yields the product C(C)O[Si](CCCN1CCNCCCNCCNCCC1)(OCC)OCC (1-[3-(triethoxysilyl)propyl]-1,4,8,11-tetraazacyclotetradecane), oil. Isolated yield 50.8%. Reaction SMILES: [NH:1]1[CH2:14][CH2:13][CH2:12][NH:11][CH2:10][CH2:9][NH:8][CH2:7][CH2:6][CH2:5][NH:4][CH2:3][CH2:2]1.C([O-])([O-])=O.[Na+].[Na+].I[CH2:22][CH2:23][CH2:24][Si:25]([O:32][CH2:33][CH3:34])([O:29][CH2:30][CH3:31])[O:26][CH2:27][CH3:28]>C(#N)C>[CH2:30]([O:29][Si:25]([O:32][CH2:33][CH3:34])([O:26][CH2:27][CH3:28])[CH2:24][CH2:23][CH2:22][N:1]1[CH2:14][CH2:13][CH2:12][NH:11][CH2:10][CH2:9][NH:8][CH2:7][CH2:6][CH2:5][NH:4][CH2:3][CH2:2]1)[CH3:31] |f:1.2.3|. Reported procedure: 72 g (0.359 mol) of cyclam and 15 g of Na2CO3 (dried at 100° C. under 1 mm Hg for 24 h) are placed in 2.5 l of acetonitrile in a 6 l reactor under a stream of nitrogen. The mixture is brought to reflux, a solution of 24.2 g (0.073 mol) of iodopropyltriethoxysilane in 500 ml of acetonitrile is then added dropwise and then the reaction mixture is maintained at reflux for 48 h. After evaporating the solvent on a rotary evaporator (still under a nitrogen atmosphere), pentane is added to the residue ... Reactants: CC(C)(C)OC(=O)c1ncn2c1C1CCN1C(=O)c1c(I)cccc1-2, OCC1CC1. The product is O=C(OCC1CC1)c1ncn2c1C1CCN1C(=O)c1c(I)cccc1-2. RXN SMILES: [I:1][c:2]1[cH:3][cH:4][cH:5][c:6]2[c:7]1[C:8](=[O:25])[N:9]1[CH:10]([c:11]3[n:12]-2[cH:13][n:14][c:15]3[C:16](=[O:17])[O:18][C:19]([CH3:20])([CH3:21])[CH3:22])[CH2:23][CH2:24]1.[OH:26][CH2:27][CH:28]1[CH2:29][CH2:30]1>>[I:1][c:2]1[cH:3][cH:4][cH:5][c:6]2[c:7]1[C:8](=[O:25])[N:9]1[CH:10]([c:11]3[n:12]-2[cH:13][n:14][c:15]3[C:16](=[O:17])[O:18][CH2:27][CH:28]2[CH2:29][CH2:30]2)[CH2:23][CH2:24]1. Product: C(C)OC(CN(C(=O)C1=NC(=C(C=C1)N1CC(C1)(F)F)OCC1CC1)C(C)(C)C)=O ({tert-Butyl-[6-cyclopropylmethoxy-5-(3,3-difluoro-azetidin-1-yl)-pyridine-2-carbonyl]-amino}-acetic acid ethyl ester). Starting materials: C(C)(C)(C)NCC(=O)OCC (ethyl 2-(tert-butylamino)acetate), CN(C)C(=[N+](C)C)ON1C2=C(C=CC=C2)N=N1.[B-](F)(F)(F)F (TBTU), CCN(C(C)C)C(C)C (DIEA), C1(CC1)COC1=C(C=CC(=N1)C(=O)O)N1CC(C1)(F)F (6-cyclopropylmethoxy-5-(3,3-difluoro-azetidin-1-yl)-pyridine-2-carboxylic acid). As a reaction SMILES: [CH:1]1([CH2:4][O:5][C:6]2[N:11]=[C:10]([C:12]([OH:14])=O)[CH:9]=[CH:8][C:7]=2[N:15]2[CH2:18][C:17]([F:20])([F:19])[CH2:16]2)[CH2:3][CH2:2]1.[C:21]([NH:25][CH2:26][C:27]([O:29][CH2:30][CH3:31])=[O:28])([CH3:24])([CH3:23])[CH3:22].CN(C(ON1N=NC2C=CC=CC1=2)=[N+](C)C)C.[B-](F)(F)(F)F.CCN(C(C)C)C(C)C>>[CH2:30]([O:29][C:27](=[O:28])[CH2:26][N:25]([C:21]([CH3:24])([CH3:23])[CH3:22])[C:12]([C:10]1[CH:9]=[CH:8][C:7]([N:15]2[CH2:18][C:17]([F:20])([F:19])[CH2:16]2)=[C:6]([O:5][CH2:4][CH:1]2[CH2:2][CH2:3]2)[N:11]=1)=[O:14])[CH3:31] |f:2.3|. Reported procedure: In analogy to the procedure described in Example 47 b), 6-cyclopropylmethoxy-5-(3,3-difluoro-azetidin-1-yl)-pyridine-2-carboxylic acid (Example 1 b)) was reacted with ethyl 2-(tert-butylamino)acetate (CAN 37885-76-0) in the presence of TBTU and DIEA to obtain the title compound as colorless oil; MS (EI): m/e=426.5 [MH+].